From a dataset of the Open Reaction Database (ORD), a public repository of structured organic reaction records. describe an organic reaction: reactants, conditions, products, and yield Starting materials: [Br-], CC[Mg+], CCOC(C)=O, CCOCC, CCCCCC, CC1(C)CN(C=O)Cc2ccc(O)cc21. Product: CC1(C)CN(C2CC2)Cc2ccc(O)cc21. Reaction SMILES: [Br-:16].[CH2:17]([CH3:18])[Mg+:19].[CH3:20][CH2:21][O:22][C:23](=[O:24])[CH3:25].[CH3:26][CH2:27][O:28][CH2:29][CH3:30].[CH3:31][CH2:32][CH2:33][CH2:34][CH2:35][CH3:36].[OH:1][c:2]1[cH:3][c:4]2[c:9]([cH:10][cH:11]1)[CH2:8][N:7]([CH:12]=[O:13])[CH2:6][C:5]2([CH3:14])[CH3:15]>>[OH:1][c:2]1[cH:3][c:4]2[c:9]([cH:10][cH:11]1)[CH2:8][N:7]([CH:12]1[CH2:17][CH2:18]1)[CH2:6][C:5]2([CH3:14])[CH3:15]. The reactants are C(C)(=O)NC(C(=O)NCC1=CC=CC=C1)Br (2-acetamido-N-benzyl-2-bromoacetamide), 2-lithio, C(C)OC(N1C=NC=C1)OCC (1-diethoxymethylimidazole). Solvent: C1CCOC1 (THF). Conditions: temperature -78 celsius, time 1 hour. Yields the product C(C)(=O)NC(C(=O)NCC1=CC=CC=C1)C=1NC=CN1 (α-Acetamido-N-benzyl-2-imidazoleacetamide). Isolated yield 7.0%. Reaction SMILES: C(OC(OCC)[N:5]1[CH:9]=[CH:8][N:7]=[CH:6]1)C.[C:13]([NH:16][CH:17](Br)[C:18]([NH:20][CH2:21][C:22]1[CH:27]=[CH:26][CH:25]=[CH:24][CH:23]=1)=[O:19])(=[O:15])[CH3:14]>C1COCC1>[C:13]([NH:16][CH:17]([C:6]1[NH:5][CH:9]=[CH:8][N:7]=1)[C:18]([NH:20][CH2:21][C:22]1[CH:27]=[CH:26][CH:25]=[CH:24][CH:23]=1)=[O:19])(=[O:15])[CH3:14]. Procedure: The 2-lithio salt solution of 1-diethoxymethylimidazole was added dropwise (15 min) into a cooled (-78° C.) THF solution (130 mL) of 2-acetamido-N-benzyl-2-bromoacetamide (prepared from 2-acetamido-N-benzyl-2-ethoxyacetamide (2.00 g, 8.0 mmol) and BBr3 (1M in CH2Cl2, 10 mL, 10.0 mmol)). The reaction was stirred at -78° C. (1 h) and then quenched with a saturated aqueous NH4Cl (50 mL) solution. The mixture was stirred at room temperature (30 min), and made basic ("pH" 9.2)by adding aqueous K2CO3.... Reactants: Cl (HCl), FC=1C(=NOC1C1=CC=C(C=C1)C(F)(F)F)C(=O)OCC (ethyl 4-fluoro-5-(4-(trifluoromethyl)phenyl)isoxazole-3-carboxylate), [OH-].[Li+] (lithium hydroxide). Solvent: O1CCCC1 (tetrahydrofuran), O (water). Reaction conditions: time 1 hour. The product is FC=1C(=NOC1C1=CC=C(C=C1)C(F)(F)F)C(=O)O (4-Fluoro-5-(4-(trifluoromethyl)phenyl)isoxazole-3-carboxylic acid). Yield: 97.9%. Reaction SMILES: [F:1][C:2]1[C:3]([C:17]([O:19]CC)=[O:18])=[N:4][O:5][C:6]=1[C:7]1[CH:12]=[CH:11][C:10]([C:13]([F:16])([F:15])[F:14])=[CH:9][CH:8]=1.[OH-].[Li+].Cl>O1CCCC1.O>[F:1][C:2]1[C:3]([C:17]([OH:19])=[O:18])=[N:4][O:5][C:6]=1[C:7]1[CH:12]=[CH:11][C:10]([C:13]([F:14])([F:16])[F:15])=[CH:9][CH:8]=1 |f:1.2|. Procedure details: To a solution of ethyl 4-fluoro-5-(4-(trifluoromethyl)phenyl)isoxazole-3-carboxylate (147 mg, 0.48 mmol) in tetrahydrofuran (2.5 mL) was added a solution of lithium hydroxide (20 mg, 0.83 mmol) in water (2.5 mL). After stirring for one hour, the reaction mixture was acidified to pH=2 with 1M HCl, and extracted three times with dichloromethane. The dichloromethane extracts were combined, dried over sodium sulfate and rotoevaporated to obtain the title compound (130 mg, 0.47 mmol). Starting materials: [Br-], O=C1c2cc3c(cc2CCC1Br)-c1ccc(C(O)CBr)cc1CO3, O=C([O-])O, CC1(C)CCCC(C)(C)N1O, CC(C)O, ClCCl, [Na+], [Na+], O. Yields the product O=C(CBr)c1ccc2c(c1)COc1cc3c(cc1-2)CCC(Br)C3=O. As a reaction SMILES: [Br-:31].[Br:1][CH:2]1[C:3](=[O:24])[c:4]2[c:5]([cH:6][c:7]3[c:12]([cH:13]2)[O:11][CH2:10][c:9]2[c:8]-3[cH:17][cH:16][c:15]([CH:18]([CH2:19][Br:20])[OH:21])[cH:14]2)[CH2:22][CH2:23]1.[C:25](=[O:26])([OH:27])[O-:28].[CH3:32][C:33]1([CH3:42])[N:34]([O:35])[C:36]([CH3:37])([CH3:38])[CH2:39][CH2:40][CH2:41]1.[CH:46]([OH:47])([CH3:48])[CH3:49].[Cl:43][CH2:44][Cl:45].[Na+:29].[Na+:30].[OH2:50]>>[Br:1][CH:2]1[C:3](=[O:24])[c:4]2[c:5]([cH:6][c:7]3[c:12]([cH:13]2)[O:11][CH2:10][c:9]2[c:8]-3[cH:17][cH:16][c:15]([C:18]([CH2:19][Br:20])=[O:21])[cH:14]2)[CH2:22][CH2:23]1. Starting materials: CCCN(CCC)CC(=O)OC1CC2(C)C(C(=O)COC(C)=O)CCC2C2CCC3CC(O)CCC3(C)C12, O=C([O-])O, CO, [K+]. The product is CCCN(CCC)CC(=O)OC1CC2(C)C(C(=O)CO)CCC2C2CCC3CC(O)CCC3(C)C12. As a reaction SMILES: [C:1](=[O:2])([CH3:3])[O:4][CH2:5][C:6]([CH:7]1[CH2:8][CH2:9][CH:10]2[CH:11]3[CH2:12][CH2:13][CH:14]4[CH2:15][CH:16]([OH:37])[CH2:17][CH2:18][C:19]4([CH3:20])[CH:21]3[CH:22]([O:26][C:27]([CH2:28][N:29]([CH2:30][CH2:31][CH3:32])[CH2:33][CH2:34][CH3:35])=[O:36])[CH2:23][C:24]12[CH3:25])=[O:38].[C:39](=[O:40])([O-:41])[OH:42].[CH3:44][OH:45].[K+:43]>>[OH:4][CH2:5][C:6]([CH:7]1[CH2:8][CH2:9][CH:10]2[CH:11]3[CH2:12][CH2:13][CH:14]4[CH2:15][CH:16]([OH:37])[CH2:17][CH2:18][C:19]4([CH3:20])[CH:21]3[CH:22]([O:26][C:27]([CH2:28][N:29]([CH2:30][CH2:31][CH3:32])[CH2:33][CH2:34][CH3:35])=[O:36])[CH2:23][C:24]12[CH3:25])=[O:38]. The reactants are C=C.[Na] (sodium ethylene), ClC1=C(C=C(C(=C1)Cl)[N+](=O)[O-])[N+](=O)[O-] (1,5-dichloro-2,4-dinitrobenzene), C(CO)O (ethylene glycol), C(C)(=O)OCC (ethyl acetate). Yields the product ClC=1C(=CC(=C(OCCO)C1)[N+](=O)[O-])[N+](=O)[O-] (2-(5'-chloro-2',4'-dinitrophenoxy) ethanol). Reaction SMILES: Cl[C:2]1[CH:7]=[C:6]([Cl:8])[C:5]([N+:9]([O-:11])=[O:10])=[CH:4][C:3]=1[N+:12]([O-:14])=[O:13].C=C.[Na].C(OCC)(=O)C.[CH2:24]([OH:27])[CH2:25][OH:26]>>[Cl:8][C:6]1[C:5]([N+:9]([O-:11])=[O:10])=[CH:4][C:3]([N+:12]([O-:14])=[O:13])=[C:2]([CH:7]=1)[O:26][CH2:25][CH2:24][OH:27] |f:1.2,^1:16|. Reported procedure: 94.8 g (0.40 moles) 1,5-dichloro-2,4-dinitrobenzene in 580 ml ethylene glycol is heated to 50° C. To the mixture is then very gradually added, with stirring, 50.4 g (0.60 moles) sodium ethylene glycoxide over approximately 6 hours. One hour after addition is complete, TLC (ethyl acetate) shows the reaction is complete. The heat is turned off and the mixture is allowed to cool to room temperature. The precipitated product is collected by vacuum filtration and is washed with water. The water cause... Reactants: [NH4+].[Cl-] (NH4Cl), ClC1=C(C#N)C=CC(=C1)N1C=NC2=C1C(OC(C2)(C)C=O)=O (2-chloro-4-(6-formyl-6-methyl-4-oxo-6,7-dihydro-4H-pyrano[3,4-d]imidazol-3-yl)-benzonitrile), CC(C)=CC (2-methyl-but-2-ene), [O-]Cl=O.[Na+] (NaClO2), NaH2PO4. Solvent: C(C)(C)(C)O.O (t-BuOH H2O). Reaction conditions: time 1 hour. Yields the product ClC=1C=C(C=CC1C#N)N1C=NC2=C1C(OC(C2)(C(=O)O)C)=O (3-(3-chloro-4-cyano-phenyl)-6-methyl-4-oxo-3,4,6,7-tetrahydro-pyrano[3,4-d]imidazole-6-carboxylic acid). Isolated yield 87.5%. As a reaction SMILES: [Cl:1][C:2]1[CH:9]=[C:8]([N:10]2[C:14]3[C:15](=[O:22])[O:16][C:17]([CH:20]=[O:21])([CH3:19])[CH2:18][C:13]=3[N:12]=[CH:11]2)[CH:7]=[CH:6][C:3]=1[C:4]#[N:5].CC(=CC)C.[O-:28]Cl=O.[Na+].[NH4+].[Cl-]>C(O)(C)(C)C.O>[Cl:1][C:2]1[CH:9]=[C:8]([N:10]2[C:14]3[C:15](=[O:22])[O:16][C:17]([CH3:19])([C:20]([OH:28])=[O:21])[CH2:18][C:13]=3[N:12]=[CH:11]2)[CH:7]=[CH:6][C:3]=1[C:4]#[N:5] |f:2.3,4.5,6.7|. Procedure: To 50 mg (0.16 mmol) of 43 in each of t-BuOH H2O is added 0.84 mL (7.9 mmol) of 2-methyl-but-2-ene, 71 mg (0.79 mmol) of NaClO2 and 76 mg (0.63 mmol) of NaH2PO4. The mixture stirred for 1 h, and then 20 mL of saturated NH4Cl is added. The mixture is extracted three times with 20 mL of EtOAc, and the extract is dried with MgSO4, filtered, and concentrated to provide 46 mg (0.14 mmol) of 44.